The task is: describe an organic reaction: reactants, conditions, products, and yield. This data is from the Open Reaction Database (ORD), a public repository of structured organic reaction records. Starting materials: CC(C)(C)C(=O)Cl, COCOc1ccc([N+](=O)[O-])cc1OC, CCOC(C)=O, [Na+], O, O=C([O-])O, c1ccncc1. Yields the product COCOc1ccc(NC(=O)C(C)(C)C)cc1OC. As a reaction SMILES: [C:22]([C:23]([CH3:24])([CH3:25])[CH3:26])(=[O:27])[Cl:28].[CH3:1][O:2][c:3]1[c:4]([O:12][CH2:13][O:14][CH3:15])[cH:5][cH:6][c:7]([N+:9]([O-:10])=[O:11])[cH:8]1.[CH3:34][CH2:35][O:36][C:37](=[O:38])[CH3:39].[Na+:29].[OH2:40].[OH:30][C:31](=[O:32])[O-:33].[cH:16]1[cH:17][cH:18][n:19][cH:20][cH:21]1>>[CH3:1][O:2][c:3]1[c:4]([O:12][CH2:13][O:14][CH3:15])[cH:5][cH:6][c:7]([NH:9][C:22]([C:23]([CH3:24])([CH3:25])[CH3:26])=[O:27])[cH:8]1. Product: COC(=O)c1sc2cc(CBr)ccc2c1Cl. Reaction SMILES: [C:24]([O:25][O:26][C:27](=[O:28])[c:29]1[cH:30][cH:31][cH:32][cH:33][cH:34]1)(=[O:35])[c:36]1[cH:37][cH:38][cH:39][cH:40][cH:41]1.[Cl:1][c:2]1[c:3]2[c:4]([s:5][c:6]1[C:7](=[O:8])[O:9][CH3:10])[cH:11][c:12]([CH3:15])[cH:13][cH:14]2.[Cl:42][c:43]1[cH:44][cH:45][cH:46][cH:47][cH:48]1.[O:16]=[C:17]1[N:18]([Br:23])[C:19](=[O:20])[CH2:21][CH2:22]1>>[Cl:1][c:2]1[c:3]2[c:4]([s:5][c:6]1[C:7](=[O:8])[O:9][CH3:10])[cH:11][c:12]([CH2:15][Br:23])[cH:13][cH:14]2. Reactants: O=C(OOC(=O)c1ccccc1)c1ccccc1, COC(=O)c1sc2cc(C)ccc2c1Cl, Clc1ccccc1, O=C1CCC(=O)N1Br. Starting materials: CCOC(=O)C1CCC(Nc2nccc(-c3cnc4c(OCc5ccccc5)cccn34)n2)CC1, CCO. Product: CCOC(=O)C1CCC(Nc2nccc(-c3cnc4c(O)cccn34)n2)CC1. As a reaction SMILES: [CH2:1]([CH3:2])[O:3][C:4](=[O:5])[CH:6]1[CH2:7][CH2:8][CH:9]([NH:12][c:13]2[n:14][cH:15][cH:16][c:17](-[c:19]3[cH:20][n:21][c:22]4[n:23]3[cH:24][cH:25][cH:26][c:27]4[O:28][CH2:29][c:30]3[cH:31][cH:32][cH:33][cH:34][cH:35]3)[n:18]2)[CH2:10][CH2:11]1.[CH3:36][CH2:37][OH:38]>>[CH2:1]([CH3:2])[O:3][C:4](=[O:5])[CH:6]1[CH2:7][CH2:8][CH:9]([NH:12][c:13]2[n:14][cH:15][cH:16][c:17](-[c:19]3[cH:20][n:21][c:22]4[n:23]3[cH:24][cH:25][cH:26][c:27]4[OH:28])[n:18]2)[CH2:10][CH2:11]1. Reaction SMILES: [Cl:1][C:2]1[CH:10]=[CH:9][CH:8]=[C:7]2[C:3]=1[CH:4]=[CH:5][N:6]2[N:11]1[C:16](=[O:17])[CH:15]=[C:14]([C:18]([F:21])([F:20])[F:19])[NH:13][C:12]1=[O:22].[C:23](=O)([O-])[O-].[K+].[K+].CI>C(#N)C>[Cl:1][C:2]1[CH:10]=[CH:9][CH:8]=[C:7]2[C:3]=1[CH:4]=[CH:5][N:6]2[N:11]1[C:16](=[O:17])[CH:15]=[C:14]([C:18]([F:21])([F:20])[F:19])[N:13]([CH3:23])[C:12]1=[O:22] |f:1.2.3|. Run in C(C)#N (acetonitril). The product is ClC1=C2C=CN(C2=CC=C1)N1C(N(C(=CC1=O)C(F)(F)F)C)=O (3-(4-chloro-indol-1-yl)-1-methyl-6-trifluoromethylpyrimidine-2,4-dione). Reactants: ClC1=C2C=CN(C2=CC=C1)N1C(NC(=CC1=O)C(F)(F)F)=O (3-(4-chloro-indol-1-yl)-6-trifluoromethyl-1H-pyrimidine-2,4-dione), C([O-])([O-])=O.[K+].[K+] (potassium carbonate), CI (methyl iodide). Isolated yield 24.8%. Run at time 8 hour. Procedure details: A mixture of 169B (0.88 g, 2.7 mmol), dry acetonitril (10 mL), potassium carbonate (0.41 g, 2.9 mmol) and methyl iodide (0.88 g, 6.2 mmol) is stirred overnight at room temperature. The solids are removed by filtration. The motherliquor is concentrated under reduced pressure. The residue obtained is purified by flash chromatography (ethyl acetate/petrol ether 2/8) to yield the product as a brown oil (0.23 g). Starting materials: NC(COCC=1C=C(C(=O)NC(C(F)(F)F)C2=CC=CC=C2)C=C(C1)N(CCC)S(=O)(=O)C)(CC1=CC=CC=C1)C (3-[(2-amino-2-methyl-3-phenylpropoxy)methyl]-5-[(methylsulfonyl)(propyl)amino]-N-(2,2,2-trifluoro-1-phenylethyl)benzamide), N (NH3), C(C)(C)(C)OC(=O)NC(COCC=1C=C(C(=O)O)C=C(C1)N(CCC)S(=O)(=O)C)(CC1=CC=CC=C1)C (3({2-[(tert-butoxycarbonyl)amino]-2-methyl-3-phenylpropoxy}methyl)-5-[(methylsulfonyl)(propyl)amino]benzoic acid), C(C)(C)(C)OC(=O)NC(COCC=1C=C(C(=O)O)C=C(C1)N(CCC)S(=O)(=O)C)(CC1=CC=CC=C1)C (3({2-[(tert-butoxycarbonyl)amino]-2-methyl-3-phenylpropoxy}methyl)-5-[(methylsulfonyl)(propyl)amino]benzoic acid), C1(=CC=CC=C1)C1NCCC1 (2-phenylpyrrolidine). Solvent: CO (MeOH), CO (MeOH). Yields the product NC(COCC=1C=C(C=C(C1)C(=O)N1C(CCC1)C1=CC=CC=C1)N(S(=O)(=O)C)CCC)(CC1=CC=CC=C1)C (N-{3-[(2-amino-2-methyl-3-phenylpropoxy)methyl]-5-[(2-phenylpyrrolidin-1-yl)carbonyl]phenyl}-N-propylmethanesulfonamide). As a reaction SMILES: C(OC([NH:8][C:9]([CH3:37])([CH2:30][C:31]1[CH:36]=[CH:35][CH:34]=[CH:33][CH:32]=1)[CH2:10][O:11][CH2:12][C:13]1[CH:14]=[C:15]([CH:19]=[C:20]([N:22]([S:26]([CH3:29])(=[O:28])=[O:27])[CH2:23][CH2:24][CH3:25])[CH:21]=1)[C:16](O)=[O:17])=O)(C)(C)C.[C:38]1([CH:44]2[CH2:48][CH2:47][CH2:46][NH:45]2)[CH:43]=[CH:42][CH:41]=[CH:40][CH:39]=1.NC(C)(CC1C=CC=CC=1)COCC1C=C(C=C(N(S(C)(=O)=O)CCC)C=1)C(NC(C1C=CC=CC=1)C(F)(F)F)=O.N>CO>[NH2:8][C:9]([CH3:37])([CH2:30][C:31]1[CH:32]=[CH:33][CH:34]=[CH:35][CH:36]=1)[CH2:10][O:11][CH2:12][C:13]1[CH:21]=[C:20]([N:22]([CH2:23][CH2:24][CH3:25])[S:26]([CH3:29])(=[O:28])=[O:27])[CH:19]=[C:15]([C:16]([N:45]2[CH2:46][CH2:47][CH2:48][CH:44]2[C:38]2[CH:43]=[CH:42][CH:41]=[CH:40][CH:39]=2)=[O:17])[CH:14]=1. Procedure details: N-{3-[(2-amino-2-methyl-3-phenylpropoxy)methyl]-5-[(2-phenylpyrrolidin-1-yl)carbonyl]phenyl}-N-propylmethanesulfonamide was prepared from 3-({2-[(tert-butoxycarbonyl)amino]-2-methyl-3-phenylpropoxy}methyl)-5-[(methylsulfonyl)(propyl)amino]benzoic acid (intermediate XI) and 2-phenylpyrrolidine following a similar procedure as described for the preparation of 3-[(2-amino-2-methyl-3-phenylpropoxy)methyl]-5-[(methylsulfonyl)(propyl)amino]-N-(2,2,2-trifluoro-1-phenylethyl)benzamide with additional pu...